From a dataset of the Open Reaction Database (ORD), a public repository of structured organic reaction records. describe an organic reaction: reactants, conditions, products, and yield The reactants are C(C)(C)OC1=CC=C(N)C=C1 (4-isopropoxyaniline), C(C)OC=C(C(=O)OCC)C(=O)OCC (diethyl 2-(ethoxymethylene)malonate). Product: OC1=C(C=NC2=CC=C(C=C12)OC(C)C)C(=O)OCC (ethyl 4-hydroxy-6-isopropoxyquinoline-3-carboxylate). RXN SMILES: [CH:1]([O:4][C:5]1[CH:11]=[CH:10][C:8]([NH2:9])=[CH:7][CH:6]=1)([CH3:3])[CH3:2].C([O:14][CH:15]=[C:16]([C:22](OCC)=O)[C:17]([O:19][CH2:20][CH3:21])=[O:18])C>>[OH:14][C:15]1[C:10]2[C:8](=[CH:7][CH:6]=[C:5]([O:4][CH:1]([CH3:3])[CH3:2])[CH:11]=2)[N:9]=[CH:22][C:16]=1[C:17]([O:19][CH2:20][CH3:21])=[O:18]. Procedure: Prepared as in Example 1c from 4-isopropoxyaniline and diethyl 2-(ethoxymethylene)malonate as a yellow solid (20%). MS 276 (MH+). The reactants are ClC=1C=C(CNC2=C(C=NC=3N2N=CC3C(=O)O)C(=O)N3CCC(CC3)C3=CC=CC=C3)C=CC1 (7-(3-Chlorobenzylamino)-6-(4-phenylpiperidine-1-carbonyl)pyrazolo[1,5-a]pyrimidine-3-carboxylic acid), CS(=O)(=O)N (methanesulfonamide). Product: ClC=1C=C(CNC2=C(C=NC=3N2N=CC3C(=O)NS(=O)(=O)C)C(=O)N3CCC(CC3)C3=CC=CC=C3)C=CC1 (N-[7-(3-Chlorobenzylamino)-6-(4-phenylpiperidine-1-carbonyl)pyrazolo[1,5-a]pyrimidine-3-carbonyl]methanesulfonamide). Yield: 22.0%. As a reaction SMILES: [Cl:1][C:2]1[CH:3]=[C:4]([CH:33]=[CH:34][CH:35]=1)[CH2:5][NH:6][C:7]1[N:12]2[N:13]=[CH:14][C:15]([C:16](O)=[O:17])=[C:11]2[N:10]=[CH:9][C:8]=1[C:19]([N:21]1[CH2:26][CH2:25][CH:24]([C:27]2[CH:32]=[CH:31][CH:30]=[CH:29][CH:28]=2)[CH2:23][CH2:22]1)=[O:20].[CH3:36][S:37]([NH2:40])(=[O:39])=[O:38]>>[Cl:1][C:2]1[CH:3]=[C:4]([CH:33]=[CH:34][CH:35]=1)[CH2:5][NH:6][C:7]1[N:12]2[N:13]=[CH:14][C:15]([C:16]([NH:40][S:37]([CH3:36])(=[O:39])=[O:38])=[O:17])=[C:11]2[N:10]=[CH:9][C:8]=1[C:19]([N:21]1[CH2:26][CH2:25][CH:24]([C:27]2[CH:32]=[CH:31][CH:30]=[CH:29][CH:28]=2)[CH2:23][CH2:22]1)=[O:20]. Procedure details: In the same manner as in Example 1, step 6 and using 7-(3-chlorobenzylamino)-6-(4-phenylpiperidine-1-carbonyl)pyrazolo[1,5-a]pyrimidine-3-carboxylic acid (0.08 g, 0.16 mmol) obtained in step 2 and methanesulfonamide (0.08 g, 0.82 mmol), the title compound (0.02 g, 22%) was obtained. The reactants are CC(C)(C)OC(NCC1C(NC2=C(C(=C1)C1=C(C=CC=C1)Cl)C=C(C=C2)Cl)=O)=O (rac-[7-chloro-5-(2-chlorophenyl)-2,3-dihydro-2-oxo-1H-1-benzazepin-3-yl]methylcarbamic acid 1,1-dimethylethyl ester), C([O-])([O-])=O.[Cs+].[Cs+] (cesium carbonate), BrCC(=O)OCC (ethyl bromoacetate), CN(C=O)C (dimethylformamide). Solvent: C(C)(=O)OCC (ethyl acetate). Run at time 3 hour. The product is C(C)OC(CN1C(C(C=C(C2=C1C=CC(=C2)Cl)C2=C(C=CC=C2)Cl)NCC(=O)OC(C)(C)C)=O)=O (rac-7-Chloro-5-(2-chlorophenyl)-3-[[(1,1-dimethylethoxy)carbonyl]methylamino]-2,3-dihydro-2-oxo-1H-1-benzazepine-1-acetic acid ethyl ester). Isolated yield 93.0%. Reaction SMILES: CC(OC(=O)NC[CH:9]1[CH:15]=[C:14]([C:16]2[CH:21]=[CH:20][CH:19]=[CH:18][C:17]=2[Cl:22])[C:13]2[CH:23]=[C:24]([Cl:27])[CH:25]=[CH:26][C:12]=2[NH:11][C:10]1=[O:28])(C)C.[C:30](=[O:33])([O-:32])[O-].[Cs+].[Cs+].Br[CH2:37][C:38]([O:40][CH2:41][CH3:42])=[O:39].C[N:44]([CH3:47])C=O>C(OCC)(=O)C>[CH2:41]([O:40][C:38](=[O:39])[CH2:37][N:11]1[C:12]2[CH:26]=[CH:25][C:24]([Cl:27])=[CH:23][C:13]=2[C:14]([C:16]2[CH:21]=[CH:20][CH:19]=[CH:18][C:17]=2[Cl:22])=[CH:15][CH:9]([NH:44][CH2:47][C:30]([O:32][C:13]([CH3:23])([CH3:14])[CH3:12])=[O:33])[C:10]1=[O:28])[CH3:42] |f:1.2.3|. Reported procedure: A solution of rac-[7-chloro-5-(2-chlorophenyl)-2,3-dihydro-2-oxo-1H-1-benzazepin-3-yl]methylcarbamic acid 1,1-dimethylethyl ester (1.346 g, 3.11 mmole) in 17 mL of dimethylformamide was treated with cesium carbonate (1.85 g, 5.68 mmole) and ethyl bromoacetate (0.65 mL, 5.86 mmole). After stirring at ambient temperature for 3 hours, the mixture was diluted with ethyl acetate (150 ml). The organic phase was washed four times with water and once with brine, dried (sodium sulfate) and concentrated. ... The reactants are Clc1ccc(CNc2cncnc2)cc1, CCCCI, [KH], C1CCOC1. Yields the product CCCCN(Cc1ccc(Cl)cc1)c1cncnc1. RXN SMILES: [Cl:1][c:2]1[cH:3][cH:4][c:5]([CH2:8][NH:9][c:10]2[cH:11][n:12][cH:13][n:14][cH:15]2)[cH:6][cH:7]1.[I:17][CH2:18][CH2:19][CH2:20][CH3:21].[KH:16].[O:22]1[CH2:23][CH2:24][CH2:25][CH2:26]1>>[Cl:1][c:2]1[cH:3][cH:4][c:5]([CH2:8][N:9]([c:10]2[cH:11][n:12][cH:13][n:14][cH:15]2)[CH2:18][CH2:19][CH2:20][CH3:21])[cH:6][cH:7]1. Starting materials: C(C)OC(COC(CCNCC1CC1)(C1=CC=CC=C1)C1=CC=CC=C1)OCC (2-(3-cyclopropylmethylamino-1,1-diphenylpropoxy)-acetaldehyde diethyl acetal), Cl (hydrochloric acid), [H][H] (hydrogen). The reagents and catalysts are [Pd] (palladium on charcoal). Run in C(C)O (ethanol). Yields the product Cl.C1(CC1)CN1CCOC(CC1)(C1=CC=CC=C1)C1=CC=CC=C1 (4-cyclopropylmethyl-7,7-diphenyl-hexahydro-1,4-oxazepine hydrochloride). Reaction SMILES: C(O[CH:4](OCC)[CH2:5][O:6][C:7]([C:21]1[CH:26]=[CH:25][CH:24]=[CH:23][CH:22]=1)([C:15]1[CH:20]=[CH:19][CH:18]=[CH:17][CH:16]=1)[CH2:8][CH2:9][NH:10][CH2:11][CH:12]1[CH2:14][CH2:13]1)C.[H][H].[ClH:32]>C(O)C.[Pd]>[ClH:32].[CH:12]1([CH2:11][N:10]2[CH2:9][CH2:8][C:7]([C:15]3[CH:20]=[CH:19][CH:18]=[CH:17][CH:16]=3)([C:21]3[CH:22]=[CH:23][CH:24]=[CH:25][CH:26]=3)[O:6][CH2:5][CH2:4]2)[CH2:14][CH2:13]1 |f:5.6|. Procedure: The solution of 6.0 g of 2-(3-cyclopropylmethylamino-1,1-diphenylpropoxy)-acetaldehyde diethyl acetal in 60 ml of 95% ethanol and 10 ml of 6N hydrochloric acid is stirred at 20°-45° for 3 hours, cooled and 0.5 g of 10% palladium on charcoal are added. The mixture is hydrogenated at 2.7 atm. and 40° until the hydrogen uptake ceases. It is filtered, the filtrate neutralized with aqueous sodium hydroxide and evaporated. The residue is partitioned between water and methylene chloride, the organic ph... Starting materials: COC1=C(C=C2C(NC(N2)=O)=O)C=CC=C1 (5-(2-methoxy-benzylidene)-hydantoin). Reagents/catalysts: [Ni] (Raney-nickel). The solvent is [OH-].[Na+] (sodium hydroxide). Yields the product COC1=C(CC2C(NC(N2)=O)=O)C=CC=C1 (5-(2-methoxy-benzyl)-hydantoin). Isolated yield 79.0%. Reaction SMILES: [CH3:1][O:2][C:3]1[CH:16]=[CH:15][CH:14]=[CH:13][C:4]=1[CH:5]=[C:6]1[NH:10][C:9](=[O:11])[NH:8][C:7]1=[O:12]>[OH-].[Na+].[Ni]>[CH3:1][O:2][C:3]1[CH:16]=[CH:15][CH:14]=[CH:13][C:4]=1[CH2:5][CH:6]1[NH:10][C:9](=[O:11])[NH:8][C:7]1=[O:12] |f:1.2|. Reported procedure: 218.2 g (1 mole) of 5-(2-methoxy-benzylidene)-hydantoin are dissolved in 2 l of a N sodium hydroxide solution and 70 g of wet Raney-nickel are added. The reaction mixture is worked up according to Example 6. Thus 174 g of the desired compound are obtained, yield 79%. Mp.: 186° C.